This data is from the Open Reaction Database (ORD), a public repository of structured organic reaction records. The task is: describe an organic reaction: reactants, conditions, products, and yield Starting materials: ClC1=C(C(=O)NCC(CO)O)C=C(C=C1[N+](=O)[O-])[N+](=O)[O-] (2-chloro-N-(2,3-dihydroxypropyl)-3,5-dinitrobenzamide), N1CC1 (aziridine). Run in CCOC(=O)C (EtOAc). Product: N1(CC1)C1=C(C(=O)NCC(CO)O)C=C(C=C1[N+](=O)[O-])[N+](=O)[O-] (2-(aziridin-1-yl)-N-(2,3-dihydroxypropyl)-3,5-dinitrobenzamide). The yield is 44.4%. As a reaction SMILES: Cl[C:2]1[C:15]([N+:16]([O-:18])=[O:17])=[CH:14][C:13]([N+:19]([O-:21])=[O:20])=[CH:12][C:3]=1[C:4]([NH:6][CH2:7][CH:8]([OH:11])[CH2:9][OH:10])=[O:5].[NH:22]1[CH2:24][CH2:23]1>CCOC(C)=O>[N:22]1([C:2]2[C:15]([N+:16]([O-:18])=[O:17])=[CH:14][C:13]([N+:19]([O-:21])=[O:20])=[CH:12][C:3]=2[C:4]([NH:6][CH2:7][CH:8]([OH:11])[CH2:9][OH:10])=[O:5])[CH2:24][CH2:23]1. Reported procedure: A stirred solution of 2-chloro-N-(2,3-dihydroxypropyl)-3,5-dinitrobenzamide (Palmer et al., J. Med. Chem. 1996, 39, 2518-2528) (670 mg, 2.10 mmol) in EtOAc (35 mL) was treated with aziridine (325 μL, 6 28 mmol) at room temperature for 3 h, then concentrated under reduced pressure. The residue was dissolved in warm EtOAc (220 mL) and filtered though a short column of silica gel to give 17 (304 mg, 44%). mp (EtOAc/petroleum ether) 154-155° C., 1NMR [(CD3)2SO] δ8.74 (d, J=2.7 Hz, 1H, H-4), 8.57 (t,...